Dataset: the Open Reaction Database (ORD), a public repository of structured organic reaction records. Task: describe an organic reaction: reactants, conditions, products, and yield Starting materials: ClC1=C(C(=C(C=C1)C(CC(C=O)(C(F)(F)F)O)C)OC)F (4-(4-chloro-3-fluoro-2-methoxyphenyl)-2-hydroxy-2-(trifluoromethyl)pentanal), NC1=C2C=NC(=NC2=C(C=C1)F)C (5-amino-8-fluoro-2-methylquinazoline). The reagents and catalysts are [O-]CC.[O-]CC.[O-]CC.[O-]CC.[Ti+4] (titanium tetraethoxide). Product: ClC1=C(C(=C(C=C1)C(CC(C=NC1=C2C=NC(=NC2=C(C=C1)F)C)(O)C(F)(F)F)C)OC)F (4-(4-chloro-3-fluoro-2-methoxyphenyl)-1-[(8-fluoro-2-methylquinazolin-5-yl)imino]-2-(trifluoromethyl)pentan-2-ol). RXN SMILES: [Cl:1][C:2]1[CH:7]=[CH:6][C:5]([CH:8]([CH3:18])[CH2:9][C:10]([OH:17])([C:13]([F:16])([F:15])[F:14])[CH:11]=O)=[C:4]([O:19][CH3:20])[C:3]=1[F:21].[NH2:22][C:23]1[CH:32]=[CH:31][C:30]([F:33])=[C:29]2[C:24]=1[CH:25]=[N:26][C:27]([CH3:34])=[N:28]2>[O-]CC.[O-]CC.[O-]CC.[O-]CC.[Ti+4]>[Cl:1][C:2]1[CH:7]=[CH:6][C:5]([CH:8]([CH3:18])[CH2:9][C:10]([C:13]([F:14])([F:15])[F:16])([OH:17])[CH:11]=[N:22][C:23]2[CH:32]=[CH:31][C:30]([F:33])=[C:29]3[C:24]=2[CH:25]=[N:26][C:27]([CH3:34])=[N:28]3)=[C:4]([O:19][CH3:20])[C:3]=1[F:21] |f:2.3.4.5.6|. Procedure details: In the same way as in Example 14, 100 mg (0.3 mmol) of 4-(4-chloro-3-fluoro-2-methoxyphenyl)-2-hydroxy-2-(trifluoromethyl)pentanal, 53 mg (0.3 mmol) of 5-amino-8-fluoro-2-methylquinazoline and 0.1 ml of titanium tetraethoxide are reacted to give 4-(4-chloro-3-fluoro-2-methoxyphenyl)-1-[(8-fluoro-2-methylquinazolin-5-yl)imino]-2-(trifluoromethyl)pentan-2-ol. 140 mg of crude imine are cyclized in the same way as in Example 14 at −30° C. with 2.5 ml (2.5 mmol) of 1 M boron tribromide solution to gi... The reactants are C(C1=CC=CC=C1)OC(=O)N[C@H](C(=O)O)CC ((S)-2-(((benzyloxy)carbonyl)amino)butanoic acid), CO (methanol). Run in C1(=CC=CC=C1)C (toluene). Conditions: time 1 hour. Yields the product C(C1=CC=CC=C1)OC(=O)N[C@H](C(=O)OC)CC ((S)-Methyl 2-(((benzyloxy)carbonyl)amino)butanoate). Isolated yield 48.0%. Reaction SMILES: [CH2:1]([O:8][C:9]([NH:11][C@@H:12]([CH2:16][CH3:17])[C:13]([OH:15])=[O:14])=[O:10])[C:2]1[CH:7]=[CH:6][CH:5]=[CH:4][CH:3]=1.[CH3:18]O>C1(C)C=CC=CC=1>[CH2:1]([O:8][C:9]([NH:11][C@@H:12]([CH2:16][CH3:17])[C:13]([O:15][CH3:18])=[O:14])=[O:10])[C:2]1[CH:3]=[CH:4][CH:5]=[CH:6][CH:7]=1. Reported procedure: To a solution of (S)-2-(((benzyloxy)carbonyl)amino)butanoic acid (10.0 g, 42.1 mmol) in methanol (100 mL) and toluene (300 mL) was added dropwise at room temperature under argon trimethylsilyldiazomethane (23.2 mL, 46.4 mmol). After stirring at room temperature for 1 hour, the reaction mixture was concentrated and the residue was extracted with a solution of EtOAc and brine. The combined organic layers were dried over Na2SO4, filtered and the filtrate was concentrated. The residue was purified b... Reactants: COc1ccc(-c2nc(Sc3ccc(Cl)c(Cl)c3)[nH]c2-c2ccc(OC)cc2)cc1, ClCCl, O=C(OO)c1cccc(Cl)c1. Product: COc1ccc(-c2nc(S(=O)c3ccc(Cl)c(Cl)c3)[nH]c2-c2ccc(OC)cc2)cc1. Reaction SMILES: [CH3:12][O:13][c:14]1[cH:15][cH:16][c:17](-[c:20]2[n:21][c:22]([S:33][c:34]3[cH:35][c:36]([Cl:41])[c:37]([Cl:40])[cH:38][cH:39]3)[nH:23][c:24]2-[c:25]2[cH:26][cH:27][c:28]([O:31][CH3:32])[cH:29][cH:30]2)[cH:18][cH:19]1.[Cl:42][CH2:43][Cl:44].[OH:1][O:2][C:3]([c:4]1[cH:5][c:6]([Cl:7])[cH:8][cH:9][cH:10]1)=[O:11]>>[O:1]=[S:33]([c:22]1[n:21][c:20](-[c:17]2[cH:16][cH:15][c:14]([O:13][CH3:12])[cH:19][cH:18]2)[c:24](-[c:25]2[cH:26][cH:27][c:28]([O:31][CH3:32])[cH:29][cH:30]2)[nH:23]1)[c:34]1[cH:35][c:36]([Cl:41])[c:37]([Cl:40])[cH:38][cH:39]1. The reactants are Cc1nc(-c2ccccc2)cc(=O)[nH]1, O=P(Cl)(Cl)Cl. Product: Cc1nc(Cl)cc(-c2ccccc2)n1. As a reaction SMILES: [CH3:1][c:2]1[n:3][c:4](-[c:9]2[cH:10][cH:11][cH:12][cH:13][cH:14]2)[cH:5][c:6](=[O:8])[nH:7]1.[P:15]([Cl:16])([Cl:17])([Cl:18])=[O:19]>>[CH3:1][c:2]1[n:3][c:4](-[c:9]2[cH:10][cH:11][cH:12][cH:13][cH:14]2)[cH:5][c:6]([Cl:17])[n:7]1. Reactants: [OH-].[Na+] (sodium hydroxide), Cl (HCl), N[C@@H](CC(=O)O)C(=O)O (L-Aspartic acid), [OH-].[Na+] (sodium hydroxide), C(C(=C)C)(=O)Cl (methacryloyl chloride). Reagents/catalysts: COC1=CC=C(C=C1)O (p-Methoxyphenol). Run in O (water), O (water). Run at time 3 hour. Yields the product C(C(=C)C)(=O)N[C@@H](CC(=O)O)C(=O)O (N-Methacryloyl-L-aspartic Acid). Yield: 59.6%. Reaction SMILES: [NH2:1][C@H:2]([C:7]([OH:9])=[O:8])[CH2:3][C:4]([OH:6])=[O:5].[OH-].[Na+].[C:12](Cl)(=[O:16])[C:13]([CH3:15])=[CH2:14].Cl>O.COC1C=CC(O)=CC=1>[C:12]([NH:1][C@H:2]([C:7]([OH:9])=[O:8])[CH2:3][C:4]([OH:6])=[O:5])(=[O:16])[C:13]([CH3:15])=[CH2:14] |f:1.2|. Reported procedure: L-Aspartic acid (67 g, 0.5 mol) is dissolved in 48 g (1 mol) of sodium hydroxide in 300 ml of water and the solution is cooled down in an ice-bath. p-Methoxyphenol (50 mg) is used as an inhibitor. To the above reaction mixture, is added 58 g (0.5 mol) of methacryloyl chloride (freshly distilled) and 20 g (0.5 mol) of sodium hydroxide in 80 ml of water simultaneously at a rate to keep the reaction temperature below 5° C. The reaction is allowed to reach room temperature and stirred for another th...